From a dataset of the Open Reaction Database (ORD), a public repository of structured organic reaction records. describe an organic reaction: reactants, conditions, products, and yield Reactants: OBO, CC(C)(C)OC(=O)Nc1ccc(I)cc1[N+](=O)[O-], Cc1cccc(F)c1. The product is Cc1cc(F)ccc1-c1ccc(NC(=O)OC(C)(C)C)c([N+](=O)[O-])c1. RXN SMILES: [BH:19]([OH:20])[OH:21].[C:1]([CH3:2])([CH3:3])([CH3:4])[O:5][C:6]([NH:7][c:8]1[c:9]([N+:15](=[O:16])[O-:17])[cH:10][c:11]([I:14])[cH:12][cH:13]1)=[O:18].[F:22][c:23]1[cH:24][c:25]([CH3:29])[cH:26][cH:27][cH:28]1>>[C:1]([CH3:2])([CH3:3])([CH3:4])[O:5][C:6]([NH:7][c:8]1[c:9]([N+:15](=[O:16])[O-:17])[cH:10][c:11](-[c:26]2[c:25]([CH3:29])[cH:24][c:23]([F:22])[cH:28][cH:27]2)[cH:12][cH:13]1)=[O:18].